From a dataset of the Open Reaction Database (ORD), a public repository of structured organic reaction records. describe an organic reaction: reactants, conditions, products, and yield Reactants: C(C1=CC=CC=C1)C1=CC=C(C=C1)/C=C/CC(O)C=1C(=NOC1C1=CC=C(C=C1)Br)C ((E)-4-(4-benzyl-phenyl)-1-[5-(4-bromo-phenyl)-3-methyl-isoxazol-4-yl]-but-3-en-1-ol), C(C)OC(CC1(CC1)C1=CC=C(C=C1)B1OC(C(O1)(C)C)(C)C)=O ({1-[4-(4,4,5,5-tetramethyl-[1,3,2]dioxaborolan-2-yl)-phenyl]-cyclopropyl}-acetic acid ethyl ester). Product: C(C)OC(CC1(CC1)C1=CC=C(C=C1)C1=CC=C(C=C1)C1=C(C(=NO1)C)C(C\C=C\C1=CC=C(C=C1)CC1=CC=CC=C1)O)=O ([1-(4′-{4-[(E)-4-(4-Benzyl-phenyl)-1-hydroxy-but-3-enyl]-3-methyl-isoxazol-5-yl}-biphenyl-4-yl)-cyclopropyl]-acetic acid ethyl ester). As a reaction SMILES: [CH2:1]([C:8]1[CH:13]=[CH:12][C:11](/[CH:14]=[CH:15]/[CH2:16][CH:17]([C:19]2[C:20]([CH3:31])=[N:21][O:22][C:23]=2[C:24]2[CH:29]=[CH:28][C:27](Br)=[CH:26][CH:25]=2)[OH:18])=[CH:10][CH:9]=1)[C:2]1[CH:7]=[CH:6][CH:5]=[CH:4][CH:3]=1.[CH2:32]([O:34][C:35](=[O:55])[CH2:36][C:37]1([C:40]2[CH:45]=[CH:44][C:43](B3OC(C)(C)C(C)(C)O3)=[CH:42][CH:41]=2)[CH2:39][CH2:38]1)[CH3:33]>>[CH2:32]([O:34][C:35](=[O:55])[CH2:36][C:37]1([C:40]2[CH:41]=[CH:42][C:43]([C:27]3[CH:26]=[CH:25][C:24]([C:23]4[O:22][N:21]=[C:20]([CH3:31])[C:19]=4[CH:17]([OH:18])[CH2:16]/[CH:15]=[CH:14]/[C:11]4[CH:10]=[CH:9][C:8]([CH2:1][C:2]5[CH:3]=[CH:4][CH:5]=[CH:6][CH:7]=5)=[CH:13][CH:12]=4)=[CH:29][CH:28]=3)=[CH:44][CH:45]=2)[CH2:38][CH2:39]1)[CH3:33]. Procedure details: Prepared according to the procedure described in Example 28, Step 1, using (E)-4-(4-benzyl-phenyl)-1-[5-(4-bromo-phenyl)-3-methyl-isoxazol-4-yl]-but-3-en-1-ol and {1-[4-(4,4,5,5-tetramethyl-[1,3,2]dioxaborolan-2-yl)-phenyl]-cyclopropyl}-acetic acid ethyl ester. The reactants are C1CCOC1, O=C(O)C=Cc1cc(F)cc(F)c1. Product: O=C(O)CCc1cc(F)cc(F)c1. Reaction SMILES: [CH2:14]1[O:15][CH2:16][CH2:17][CH2:18]1.[F:1][c:2]1[cH:3][c:4]([CH:5]=[CH:6][C:7](=[O:8])[OH:9])[cH:10][c:11]([F:13])[cH:12]1>>[F:1][c:2]1[cH:3][c:4]([CH2:5][CH2:6][C:7](=[O:8])[OH:9])[cH:10][c:11]([F:13])[cH:12]1. Reactants: C1(=C(C(=C(C(=C1F)F)F)N)F)N.Cl.Cl (dihydrochloride), [N+](=O)([O-])C1=CC(=C(C=C1)NCCCCCO)C (5-(4-nitro-2-methylphenylamino)pentan-1-ol). The reagents and catalysts are [Zn].[Cl-].[NH4+].O.C(C)O (zinc ammonium chloride water ethanol). The product is Cl.Cl.NC1=CC(=C(C=C1)NCCCCCO)C (5-(4-amino-2-methylphenylamino)pentan-1-ol dihydrochloride). Reaction SMILES: [N+:1]([C:4]1[CH:9]=[CH:8][C:7]([NH:10][CH2:11][CH2:12][CH2:13][CH2:14][CH2:15][OH:16])=[C:6]([CH3:17])[CH:5]=1)([O-])=O.C1(N)C(F)=C(F)C(F)=C(N)C=1F.[ClH:30].Cl>[Zn].[Cl-].[NH4+].O.C(O)C>[ClH:30].[ClH:30].[NH2:1][C:4]1[CH:9]=[CH:8][C:7]([NH:10][CH2:11][CH2:12][CH2:13][CH2:14][CH2:15][OH:16])=[C:6]([CH3:17])[CH:5]=1 |f:1.2.3,4.5.6.7.8,9.10.11|. Procedure details: The 5-(4-nitro-2-methylphenylamino)pentan-1-ol (19) obtained above was reduced with a boiling zinc/ammonium chloride/water/ethanol mixture. The corresponding amine was isolated in dihydrochloride form. Solvent: CN(C=O)C (N,N-dimethylformamide), O (water). Product: CN1CC(OCC1)CNC(=O)C1=NC=C(N=C1NCC1=CC(=C(C=C1)OC)Cl)N1[C@@H](CCC1)CO ((S)-2-[N-(4-methyl-2-morpholinyl)methylcarbamoyl]-3-(3-chloro-4-methoxybenzylamino)-5-(2-hydroxymethyl-1-pyrrolidinyl)pyrazine). Isolated yield 78.3%. Conditions: time 18 hour. Reaction SMILES: [C:1]([C:4]1[C:9]([NH:10][CH2:11][C:12]2[CH:17]=[CH:16][C:15]([O:18][CH3:19])=[C:14]([Cl:20])[CH:13]=2)=[N:8][C:7]([N:21]2[CH2:25][CH2:24][CH2:23][C@H:22]2[CH2:26][OH:27])=[CH:6][N:5]=1)(O)=[O:2].[NH2:28][CH2:29][CH:30]1[O:35][CH2:34][CH2:33][N:32]([CH3:36])[CH2:31]1.Cl.C(N=C=NCCCN(C)C)C.ON1C2C=CC=CC=2N=N1>CN(C)C=O.O>[CH3:36][N:32]1[CH2:33][CH2:34][O:35][CH:30]([CH2:29][NH:28][C:1]([C:4]2[C:9]([NH:10][CH2:11][C:12]3[CH:17]=[CH:16][C:15]([O:18][CH3:19])=[C:14]([Cl:20])[CH:13]=3)=[N:8][C:7]([N:21]3[CH2:25][CH2:24][CH2:23][C@H:22]3[CH2:26][OH:27])=[CH:6][N:5]=2)=[O:2])[CH2:31]1 |f:2.3|. Procedure: A mixture of (S)-2-carboxy-3-(3-chloro-4-methoxybenzylamino)-5-(2-hydroxymethyl-1-pyrrolidinyl)pyrazine (80 mg) obtained in Example 22 (5), 2-aminomethyl-4-methylmorpholine (31.9 mg), 1-ethyl-3-(3-dimethylaminopropyl)carbodiimide hydrochloride (43 mg), 1-hydroxybenzotriazole (30.3 mg) in N,N-dimethylformamide (3 ml) is stirred at room temperature for 18 hours. To the reaction mixture is poured water, and the mixture is extracted with ethyl acetate. The extract is washed with water, a saturated a... The reactants are C(=O)(O)C1=NC=C(N=C1NCC1=CC(=C(C=C1)OC)Cl)N1[C@@H](CCC1)CO ((S)-2-carboxy-3-(3-chloro-4-methoxybenzylamino)-5-(2-hydroxymethyl-1-pyrrolidinyl)pyrazine), NCC1CN(CCO1)C (2-aminomethyl-4-methylmorpholine), Cl.C(C)N=C=NCCCN(C)C (1-ethyl-3-(3-dimethylaminopropyl)carbodiimide hydrochloride), ON1N=NC2=C1C=CC=C2 (1-hydroxybenzotriazole). Reactants: O=C(CC1=NC2=C(C(O1)=O)C=CC=C2)C (2-(2-oxopropyl)-4H-3,1-benzoxazin-4-one), N(N)C1=NC=CC=C1 (2-hydrazinopyridine). Solvent: C(C)O (ethanol). The product is CC1=NN(C(=C1)NC1=C(C(=O)O)C=CC=C1)C1=NC=CC=C1 (2-[[3-Methyl-1-(2-pyridinyl)-1H-pyrazol-5-yl]amino]benzoic acid). Isolated yield 50.2%. Reaction SMILES: O=[C:2]([CH3:15])[CH2:3][C:4]1[O:9][C:8](=[O:10])[C:7]2[CH:11]=[CH:12][CH:13]=[CH:14][C:6]=2[N:5]=1.[NH:16]([C:18]1[CH:23]=[CH:22][CH:21]=[CH:20][N:19]=1)[NH2:17]>C(O)C>[CH3:15][C:2]1[CH:3]=[C:4]([NH:5][C:6]2[CH:14]=[CH:13][CH:12]=[CH:11][C:7]=2[C:8]([OH:9])=[O:10])[N:16]([C:18]2[CH:23]=[CH:22][CH:21]=[CH:20][N:19]=2)[N:17]=1. Procedure details: A solution of 2-(2-oxopropyl)-4H-3,1-benzoxazin-4-one (68.2 g, 0.34 mol) and 2-hydrazinopyridine (37.1 g, 0.34 mol) in ethanol (500 mL) was heated under reflux for 1 hour. After the solution was cooled to room temperature, the resulting crude crystals were filtered. The crystals were washed with ethanol and air-dried to give the title compound (50.2 g, 51% yield). Reactants: COCCCc1nc(C(F)(F)F)ccc1C=CC(=O)O, Cl, C#Cc1cc(CN)cc(F)c1NS(C)(=O)=O. Yields the product C#Cc1cc(CNC(=O)C=Cc2ccc(C(F)(F)F)nc2CCCOC)cc(F)c1NS(C)(=O)=O. RXN SMILES: [CH3:18][O:19][CH2:20][CH2:21][CH2:22][c:23]1[n:24][c:25]([C:34]([F:35])([F:36])[F:37])[cH:26][cH:27][c:28]1[CH:29]=[CH:30][C:31](=[O:32])[OH:33].[ClH:17].[NH2:1][CH2:2][c:3]1[cH:4][c:5]([C:15]#[CH:16])[c:6]([NH:10][S:11](=[O:12])(=[O:13])[CH3:14])[c:7]([F:9])[cH:8]1>>[NH:1]([CH2:2][c:3]1[cH:4][c:5]([C:15]#[CH:16])[c:6]([NH:10][S:11](=[O:12])(=[O:13])[CH3:14])[c:7]([F:9])[cH:8]1)[C:31]([CH:30]=[CH:29][c:28]1[c:23]([CH2:22][CH2:21][CH2:20][O:19][CH3:18])[n:24][c:25]([C:34]([F:35])([F:36])[F:37])[cH:26][cH:27]1)=[O:32]. Reaction SMILES: C([O:3][C:4](=[O:19])[CH:5]([O:16][CH2:17][CH3:18])[CH2:6][C:7]1[CH:8]=[C:9]2[C:13](=[CH:14][CH:15]=1)[NH:12][CH:11]=[CH:10]2)C.Cl[CH2:21][C:22]1[N:23]=[C:24]([C:28]2[CH:33]=[C:32]([O:34][CH3:35])[CH:31]=[C:30]([O:36][CH3:37])[CH:29]=2)[O:25][C:26]=1[CH3:27]>>[CH3:37][O:36][C:30]1[CH:29]=[C:28]([C:24]2[O:25][C:26]([CH3:27])=[C:22]([CH2:21][N:12]3[C:13]4[C:9](=[CH:8][C:7]([CH2:6][CH:5]([O:16][CH2:17][CH3:18])[C:4]([OH:3])=[O:19])=[CH:15][CH:14]=4)[CH:10]=[CH:11]3)[N:23]=2)[CH:33]=[C:32]([O:34][CH3:35])[CH:31]=1. The reactants are C(C)OC(C(CC=1C=C2C=CNC2=CC1)OCC)=O (rac-2-ethoxy-3-(1H-indol-5-yl)-propionic acid ethyl ester), ClCC=1N=C(OC1C)C1=CC(=CC(=C1)OC)OC (4-chloromethyl-2-(3,5-dimethoxy-phenyl)-5-methyl-oxazole). Yield: 50.0%. The product is COC=1C=C(C=C(C1)OC)C=1OC(=C(N1)CN1C=CC2=CC(=CC=C12)CC(C(=O)O)OCC)C (Rac-3-{1-[2-(3,5-Dimethoxy-phenyl)-5-methyl-oxazol-4-ylmethyl]-1H-indol-5-yl}-2-ethoxy-propionic Acid). Procedure: Starting from rac-2-ethoxy-3-(1H-indol-5-yl)-propionic acid ethyl ester and 4-chloromethyl-2-(3,5-dimethoxy-phenyl)-5-methyl-oxazole, the title compound was obtained in 50% yield as a colourless solid. MS: (M−H)− 463.2.